From a dataset of the Open Reaction Database (ORD), a public repository of structured organic reaction records. describe an organic reaction: reactants, conditions, products, and yield Reactants: N#CCc1ccccc1, [H][H], N#CCc1cccc([N+](=O)[O-])c1, O=S(=O)(O)O. Yields the product N#CCc1cccc(N)c1. RXN SMILES: [CH2:1]([C:2]#[N:3])[c:4]1[cH:5][cH:6][cH:7][cH:8][cH:9]1.[H:22][H:23].[N+:10]([O-:11])(=[O:12])[c:13]1[cH:14][c:15]([CH2:16][C:17]#[N:18])[cH:19][cH:20][cH:21]1.[S:24](=[O:25])(=[O:26])([OH:27])[OH:28]>>[NH2:10][c:13]1[cH:14][c:15]([CH2:16][C:17]#[N:18])[cH:19][cH:20][cH:21]1.